This data is from the Open Reaction Database (ORD), a public repository of structured organic reaction records. The task is: describe an organic reaction: reactants, conditions, products, and yield Starting materials: NC=1C(=C(OCC(C)(C)NC(OCC2=CC=CC=C2)=O)C=CC1)C#N (benzyl 1-(3-amino-2-cyanophenoxy)-2-methylpropan-2-ylcarbamate), O=C(CC(=O)OCC)C (ethyl 3-oxobutanoate). Yields the product NC1=C(C(=NC2=CC=CC(=C12)OCC(C)(C)N)C)C(=O)OCC (ethyl 4-amino-5-(2-amino-2-methylpropoxy)-2-methylquinoline-3-carboxylate). RXN SMILES: [NH2:1][C:2]1[C:3]([C:24]#[N:25])=[C:4]([CH:21]=[CH:22][CH:23]=1)[O:5][CH2:6][C:7]([NH:10]C(=O)OCC1C=CC=CC=1)([CH3:9])[CH3:8].O=[C:27]([CH3:34])[CH2:28][C:29]([O:31][CH2:32][CH3:33])=[O:30]>>[NH2:25][C:24]1[C:3]2[C:2](=[CH:23][CH:22]=[CH:21][C:4]=2[O:5][CH2:6][C:7]([NH2:10])([CH3:8])[CH3:9])[N:1]=[C:27]([CH3:34])[C:28]=1[C:29]([O:31][CH2:32][CH3:33])=[O:30]. Reported procedure: Prepared as in Example 2a from benzyl 1-(3-amino-2-cyanophenoxy)-2-methylpropan-2-ylcarbamate (Example 24c) and ethyl 3-oxobutanoate as a yellow-brown solid (91%). 1H NMR (400 MHz, DMSO-d6) δ 1.15 (s, 6H), 1.31 (t, J=4 Hz, 3H), 2.54 (s, 3H), 3.87 (s, 2H), 4.31 (q, J=4 Hz, 2H), 6.85 (d, J=4 Hz, 1H), 7.21 (d, J=4 Hz, 1H), 7.49 (t, J=8 Hz, 1H), 8.38 (brs, 2H). MS 318 (MH+). Starting materials: O.[O-2].[O-2].[O-2].O=[Si]=O.O=[Si]=O.O=[Si]=O.O=[Si]=O.[Al+3].[Al+3] (Montmorillonite K10), C(C=CC1=CC=CC=C1)=O (cinnamaldehyde), C(#N)C1=C(C(=O)C(=C(C1=O)Cl)Cl)C#N (DDQ), C1(=CC=CC=C1)CCCO (3-phenylpropanol). The solvent is C1(=CC=CC=C1)C (toluene). Reaction conditions: time 20 hour. Yields the product C(C=CC1=CC=CC=C1)(=O)OCCCC1=CC=CC=C1 (3-Phenylpropyl cinnamate). Isolated yield 84.0%. Reaction SMILES: [CH:1](=[O:10])[CH:2]=[CH:3][C:4]1[CH:9]=[CH:8][CH:7]=[CH:6][CH:5]=1.C(C1C(=O)C(Cl)=C(Cl)C(=O)C=1C#N)#N.[C:25]1([CH2:31][CH2:32][CH2:33][OH:34])[CH:30]=[CH:29][CH:28]=[CH:27][CH:26]=1.O.[O-2].[O-2].[O-2].O=[Si]=O.O=[Si]=O.O=[Si]=O.O=[Si]=O.[Al+3].[Al+3]>C1(C)C=CC=CC=1>[C:1]([O:34][CH2:33][CH2:32][CH2:31][C:25]1[CH:30]=[CH:29][CH:28]=[CH:27][CH:26]=1)(=[O:10])[CH:2]=[CH:3][C:4]1[CH:9]=[CH:8][CH:7]=[CH:6][CH:5]=1 |f:3.4.5.6.7.8.9.10.11.12|. Reported procedure: A homogeneous mixture containing cinnamaldehyde (7.5 mmol), DDQ (22.5 mmol), 3-phenylpropanol (10 mL) and toluene (10 mL) is taken in a round bottom flask and catalytic amount of Montmorillonite K10 15 (0.1 g) is added to it. The mixture is stirred for 20 hrs at room temperature. After completion of the reaction (observed by TLC and by GC analysis), the reaction mixture is filtered and washed with ethylacetate (5 ml×2). Concentrate the filtrate under reduced pressure and the crude product thus o... Reactants: C(C)(C)(C)OC([C@@H](NC(C(CSC(C)=O)CSC(C)=O)=O)CCCCNC(=O)OC(C)(C)C)=O (Nα -[2-(acetylthiomethyl)-3-(acetylthio)propanoyl]-Nε -tert.-butyloxycarbonyl-L-lysine tert.butyl ester). The solvent is FC(C(=O)O)(F)F (trifluoroacetic acid), C1(=CC=CC=C1)OC (anisole). Reaction conditions: time 1 hour. Product: C(C)(=O)SCC(C(=O)N[C@@H](CCCCN)C(=O)O)CSC(C)=O (Nα -[2-(Acetylthiomethyl)-3-(acetylthio)propanoyl]-L-lysine). As a reaction SMILES: C([O:5][C:6](=[O:34])[C@H:7]([CH2:22][CH2:23][CH2:24][CH2:25][NH:26]C(OC(C)(C)C)=O)[NH:8][C:9](=[O:21])[CH:10]([CH2:16][S:17][C:18](=[O:20])[CH3:19])[CH2:11][S:12][C:13](=[O:15])[CH3:14])(C)(C)C>FC(F)(F)C(O)=O.C1(OC)C=CC=CC=1>[C:13]([S:12][CH2:11][CH:10]([CH2:16][S:17][C:18](=[O:20])[CH3:19])[C:9]([NH:8][C@H:7]([C:6]([OH:34])=[O:5])[CH2:22][CH2:23][CH2:24][CH2:25][NH2:26])=[O:21])(=[O:15])[CH3:14]. Procedure details: Nα -[2-(acetylthiomethyl)-3-(acetylthio)propanoyl]-Nε -tert.-butyloxycarbonyl-L-lysine tert.butyl ester (3 g.) is dissolved in a mixture of trifluoroacetic acid and anisole, and the mixture is stored at room temperature for one hour. The trifluoroacetic acid is removed in vacuo, the residue is distributed between ether and water and the aqueous layer is applied to a column of Dowex 50. After washing the acidic material with water, the Nα -[2-(acetylthiomethyl)-3-(acetylthio)propanoyl]-L-lysine i... The reactants are C(CCC)(=O)C=1C=NC2=C(C=CC=C2C1NC1=C(C=CC=C1)C)O (3-butyryl-4-(2-methylphenylamino)-8-hydroxyquinoline), CC(C)([O-])C.[K+] (potassium t-butoxide), C1(=CC=CC=C1)S(=O)(=O)OCCOC (2-methoxyethyl benzenesulphonate). Run in O1CCCC1 (tetrahydrofuran). Reaction conditions: time 18 hour. The product is C(CCC)(=O)C=1C=NC2=C(C=CC=C2C1NC1=C(C=CC=C1)C)OCCOC (3-butyryl-4-(2-methylphenylamino)-8-(2-methoxy-ethoxy)quinoline). Yield: 37.5%. RXN SMILES: [C:1]([C:6]1[CH:7]=[N:8][C:9]2[C:14]([C:15]=1[NH:16][C:17]1[CH:22]=[CH:21][CH:20]=[CH:19][C:18]=1[CH3:23])=[CH:13][CH:12]=[CH:11][C:10]=2[OH:24])(=[O:5])[CH2:2][CH2:3][CH3:4].CC(C)([O-])C.[K+].C1(S(O[CH2:41][CH2:42][O:43][CH3:44])(=O)=O)C=CC=CC=1>O1CCCC1>[C:1]([C:6]1[CH:7]=[N:8][C:9]2[C:14]([C:15]=1[NH:16][C:17]1[CH:22]=[CH:21][CH:20]=[CH:19][C:18]=1[CH3:23])=[CH:13][CH:12]=[CH:11][C:10]=2[O:24][CH2:41][CH2:42][O:43][CH3:44])(=[O:5])[CH2:2][CH2:3][CH3:4] |f:1.2|. Procedure details: A solution of 3-butyryl-4-(2-methylphenylamino)-8-hydroxyquinoline (3.20 g, 10 mmol) and potassium t-butoxide (1.47 g, 12 mmol) in dry tetrahydrofuran (100 ml) was heated at reflux for 5 minutes, then 2-methoxyethyl benzenesulphonate (4.33 g, 20 mmol) added and hearing continued for 18 hours. Evaporation of the solvent, chromatography (silica gel, 1-2% methanol in dichloromethane) and recrystallisation from ethyl acetate gave 3-butyryl-4-(2-methylphenylamino)-8-(2-methoxy-ethoxy)quinoline (1.42 ... Starting materials: CN(C)CCN(C)C (TMEDA), II (iodine), ClC1=C2C(N(C(C2=CC=C1F)=O)C(C)(C1=CC=CC=C1)C)O (4-chloro-3-hydroxy-5-fluoro-2-(1-methyl-1-phenylethyl)isoindolinone). Solvent: C1CCOC1 (THF). The product is OC1N(C(C2=C(C=C(C(=C12)Cl)F)I)=O)C(C)(C1=CC=CC=C1)C (3-hydroxy-4-chloro-5-fluoro-7-iodo-2-(1-methyl-1-phenylethyl)isoindolinone). Yield: 49.7%. Reaction SMILES: [Cl:1][C:2]1[C:10]([F:11])=[CH:9][CH:8]=[C:7]2[C:3]=1[CH:4]([OH:22])[N:5]([C:13]([CH3:21])([C:15]1[CH:20]=[CH:19][CH:18]=[CH:17][CH:16]=1)[CH3:14])[C:6]2=[O:12].CN(CCN(C)C)C.[I:31]I>C1COCC1>[OH:22][CH:4]1[C:3]2[C:7](=[C:8]([I:31])[CH:9]=[C:10]([F:11])[C:2]=2[Cl:1])[C:6](=[O:12])[N:5]1[C:13]([CH3:14])([C:15]1[CH:16]=[CH:17][CH:18]=[CH:19][CH:20]=1)[CH3:21]. Procedure details: In a similar manner to Step 3 of Example 16, 4-chloro-3-hydroxy-5-fluoro-2-(1-methyl-1-phenylethyl)isoindolinone (1.20 g, 3.75 mmol) was dissolved in THF (48 mL), and the solution was treated with TMEDA (2.30 mL, 15.0 mmol), sec-butyl lithium-hexane solution (1.01 mol/L, 15.0 mL, 15.0 mmol) and iodine (1.430 g, 5.63 mmol), followed by purification by flash column chromatography (hexane/ethyl acetate=80/20 to 70/30) to obtain 3-hydroxy-4-chloro-5-fluoro-7-iodo-2-(1-methyl-1-phenylethyl)isoindolin...